This data is from the Open Reaction Database (ORD), a public repository of structured organic reaction records. The task is: describe an organic reaction: reactants, conditions, products, and yield Starting materials: [I-].C(C1=CC=CC=C1)[N+]1(CC2=CC(=C(C=C2C1)OC)OC)C (N-benzyl-5,6-dimethoxy-N-methylisoindolinium iodide), Br (hydrobromic acid). Reaction conditions: temperature 120 celsius, time 8 hour. Yields the product [Br-].C(C1=CC=CC=C1)[N+]1(CC2=CC(=C(C=C2C1)O)O)C (N-benzyl-5,6-dihydroxy-N-methylisoindolinium bromide). Reaction SMILES: [I-].[CH2:2]([N+:9]1([CH3:22])[CH2:17][C:16]2[C:11](=[CH:12][C:13]([O:20]C)=[C:14]([O:18]C)[CH:15]=2)[CH2:10]1)[C:3]1[CH:8]=[CH:7][CH:6]=[CH:5][CH:4]=1.[BrH:23]>>[Br-:23].[CH2:2]([N+:9]1([CH3:22])[CH2:10][C:11]2[C:16](=[CH:15][C:14]([OH:18])=[C:13]([OH:20])[CH:12]=2)[CH2:17]1)[C:3]1[CH:4]=[CH:5][CH:6]=[CH:7][CH:8]=1 |f:0.1,3.4|. Procedure details: To 10 g (24.3 mmol) of N-benzyl-5,6-dimethoxy-N-methylisoindolinium iodide, 50 ml of 48% hydrobromic acid was added, and the mixture was heated at reflux for 3 hours at an external temperature of 120° C. The reaction solution was evaporated to dryness under reduced pressure, and the crystal residue was washed with 20 ml of acetone to obtain 6.90 g of the above identified compound. The filtrate was left to stand overnight, to obtain 190 mg of the secondary crystals. The total yield was 7.09 g. Th...